From a dataset of the Open Reaction Database (ORD), a public repository of structured organic reaction records. describe an organic reaction: reactants, conditions, products, and yield Reactants: CC(C)(C)OC(=O)OC(=O)OC(=O)OC(C)(C)C, ClCCl, NC1CCN(c2ccc(C(F)(F)F)cn2)C1, Nc1cccc2cnccc12. Product: O=C(Nc1cccc2cnccc12)NC1CCN(c2ccc(C(F)(F)F)cn2)C1. RXN SMILES: [C:1](=[O:2])([O:3][C:4]([O:5][C:6]([O:7][C:8]([CH3:9])([CH3:10])[CH3:11])=[O:12])=[O:13])[O:14][C:15]([CH3:16])([CH3:17])[CH3:18].[Cl:46][CH2:47][Cl:48].[F:19][C:20]([c:21]1[cH:22][cH:23][c:24]([N:27]2[CH2:28][CH:29]([NH2:32])[CH2:30][CH2:31]2)[n:25][cH:26]1)([F:33])[F:34].[NH2:35][c:36]1[c:37]2[cH:38][cH:39][n:40][cH:41][c:42]2[cH:43][cH:44][cH:45]1>>[C:1](=[O:2])([NH:32][CH:29]1[CH2:28][N:27]([c:24]2[cH:23][cH:22][c:21]([C:20]([F:19])([F:33])[F:34])[cH:26][n:25]2)[CH2:31][CH2:30]1)[NH:35][c:36]1[c:37]2[cH:38][cH:39][n:40][cH:41][c:42]2[cH:43][cH:44][cH:45]1. Starting materials: O=Cc1ccc(Cl)cc1, Cl, COP([O-])OC. Yields the product COP(=O)(OC)C(O)c1ccc(Cl)cc1. RXN SMILES: [Cl:7][c:8]1[cH:9][cH:10][c:11]([CH:12]=[O:13])[cH:14][cH:15]1.[ClH:16].[P:1]([O:2][CH3:3])([O:4][CH3:5])[O-:6]>>[P:1]([O:2][CH3:3])([O:4][CH3:5])(=[O:6])[CH:12]([c:11]1[cH:10][cH:9][c:8]([Cl:7])[cH:15][cH:14]1)[OH:13]. Product: CCOP(=O)(CC(Cc1ccccc1)NC(=O)c1ccccc1)NC1CSC(c2ccccc2)N(CC(=O)O)C1=O. As a reaction SMILES: [C:1]1(=[O:43])[c:2]2[c:3]([cH:39][cH:40][cH:41][cH:42]2)[C:4](=[O:38])[N:5]1[CH:6]([CH2:7][P:8](=[O:9])([O:10][CH2:11][CH3:12])[NH:13][CH:14]1[C:15](=[O:30])[N:16]([CH2:26][C:27](=[O:28])[OH:29])[CH:17]([c:20]2[cH:21][cH:22][cH:23][cH:24][cH:25]2)[S:18][CH2:19]1)[CH2:31][c:32]1[cH:33][cH:34][cH:35][cH:36][cH:37]1.[NH2:45][NH2:46].[O:47]1[CH2:48][CH2:49][O:50][CH2:51][CH2:52]1.[OH2:44]>>[cH:2]1[c:3]([C:4]([NH:5][CH:6]([CH2:7][P:8](=[O:9])([O:10][CH2:11][CH3:12])[NH:13][CH:14]2[C:15](=[O:30])[N:16]([CH2:26][C:27](=[O:28])[OH:29])[CH:17]([c:20]3[cH:21][cH:22][cH:23][cH:24][cH:25]3)[S:18][CH2:19]2)[CH2:31][c:32]2[cH:33][cH:34][cH:35][cH:36][cH:37]2)=[O:38])[cH:39][cH:40][cH:41][cH:42]1. Reactants: CCOP(=O)(CC(Cc1ccccc1)N1C(=O)c2ccccc2C1=O)NC1CSC(c2ccccc2)N(CC(=O)O)C1=O, NN, C1COCCO1, O. Starting materials: ClC1=CC=C(C=C1)C(N1C[C@@H](CC1)NC(C1=CC=C(C=C1)OC(F)(F)F)=O)C1=CC=C(C=C1)Cl ((3R)-1-[bis-(4-chlorophenyl)methyl]-3-[[4-(trifluoromethoxy)benzoyl]amino]pyrrolidine), Cl (HCl). Run in O.CO (water methanol). Product: Cl.ClC1=CC=C(C=C1)C(N1C[C@@H](CC1)NC(C1=CC=C(C=C1)OC(F)(F)F)=O)C1=CC=C(C=C1)Cl ((3R)-1[bis-(4-chlorophenyl)methyl]-3-[[4-(trifluoromethyloxy)benzoyl]amino]-pyrrolidine hydrochloride). Isolated yield 198.3%. Reaction SMILES: [Cl:1][C:2]1[CH:7]=[CH:6][C:5]([CH:8]([C:28]2[CH:33]=[CH:32][C:31]([Cl:34])=[CH:30][CH:29]=2)[N:9]2[CH2:13][CH2:12][C@@H:11]([NH:14][C:15](=[O:27])[C:16]3[CH:21]=[CH:20][C:19]([O:22][C:23]([F:26])([F:25])[F:24])=[CH:18][CH:17]=3)[CH2:10]2)=[CH:4][CH:3]=1.Cl>O.CO>[ClH:1].[Cl:34][C:31]1[CH:30]=[CH:29][C:28]([CH:8]([C:5]2[CH:4]=[CH:3][C:2]([Cl:1])=[CH:7][CH:6]=2)[N:9]2[CH2:13][CH2:12][C@@H:11]([NH:14][C:15](=[O:27])[C:16]3[CH:17]=[CH:18][C:19]([O:22][C:23]([F:24])([F:25])[F:26])=[CH:20][CH:21]=3)[CH2:10]2)=[CH:33][CH:32]=1 |f:2.3,4.5|. Procedure: To a solution of the compound obtained in Example 1 (64 mg) in water/methanol was added 6N HCl (21 μL) and the mixture was concentrated in vacuo to give (3R)-1[bis-(4-chlorophenyl)methyl]-3-[[4-(trifluoromethyloxy)benzoyl]amino]-pyrrolidine hydrochloride (68 mg, yield: 100%) as an amorphous powder. The reactants are CCOC(=O)C(C)P(=O)(OCC)OCC, CC(C)CC(=O)C(=O)OCc1ccccc1, Cc1ccccc1, [H-], [Na+]. The product is CCOC(=O)C(C)=C(CC(C)C)C(=O)OCc1ccccc1. RXN SMILES: [CH2:1]([O:2][P:3]([O:4][CH2:5][CH3:6])(=[O:7])[CH:9]([C:10](=[O:11])[O:12][CH2:13][CH3:14])[CH3:15])[CH3:8].[CH3:18][CH:19]([CH2:20][C:21]([C:22](=[O:23])[O:24][CH2:25][c:26]1[cH:27][cH:28][cH:29][cH:30][cH:31]1)=[O:32])[CH3:33].[CH3:34][c:35]1[cH:36][cH:37][cH:38][cH:39][cH:40]1.[H-:16].[Na+:17]>>[C:9]([C:10](=[O:11])[O:12][CH2:13][CH3:14])([CH3:15])=[C:21]([CH2:20][CH:19]([CH3:18])[CH3:33])[C:22](=[O:23])[O:24][CH2:25][c:26]1[cH:27][cH:28][cH:29][cH:30][cH:31]1.